This data is from the Open Reaction Database (ORD), a public repository of structured organic reaction records. The task is: describe an organic reaction: reactants, conditions, products, and yield The reactants are CS(C)(=O)=O, COC(=O)c1cc(Cl)nc2ccccc12, ClCCl, [F-], [K+], O. Product: COC(=O)c1cc(F)nc2ccccc12. As a reaction SMILES: [CH3:18][S:19]([CH3:20])(=[O:21])=[O:22].[CH3:1][O:2][C:3](=[O:4])[c:5]1[cH:6][c:7]([Cl:15])[n:8][c:9]2[cH:10][cH:11][cH:12][cH:13][c:14]12.[Cl:24][CH2:25][Cl:26].[F-:16].[K+:17].[OH2:23]>>[CH3:1][O:2][C:3](=[O:4])[c:5]1[cH:6][c:7]([F:16])[n:8][c:9]2[cH:10][cH:11][cH:12][cH:13][c:14]12. The reactants are FC1=CC=C(C=C1)CC(=O)C1=CC(=NC=C1)N (2-(4-Fluorophenyl)-1-(2-amino-4-pyridyl)ethanone), C(C)(=O)OC(C)=O (acetic anhydride). Reagents/catalysts: CN(C1=CC=NC=C1)C (4-dimethylaminopyridine). Product: FC1=CC=C(C=C1)CC(=O)C1=CC(=NC=C1)NC(C)=O (2-(4-Fluorophenyl)-1-(2-acetamido-4-pyridyl)ethanone). Reaction SMILES: [F:1][C:2]1[CH:7]=[CH:6][C:5]([CH2:8][C:9]([C:11]2[CH:16]=[CH:15][N:14]=[C:13]([NH2:17])[CH:12]=2)=[O:10])=[CH:4][CH:3]=1.[C:18](OC(=O)C)(=[O:20])[CH3:19]>CN(C)C1C=CN=CC=1>[F:1][C:2]1[CH:3]=[CH:4][C:5]([CH2:8][C:9]([C:11]2[CH:16]=[CH:15][N:14]=[C:13]([NH:17][C:18](=[O:20])[CH3:19])[CH:12]=2)=[O:10])=[CH:6][CH:7]=1. Procedure: 12.0 g of the compound (28) are suspended in 100 ml of acetic anhydride, a spatula tip of 4-dimethylaminopyridine is added and the reaction mixture is heated under reflux for 5 h. Most of the excess acetic anhydride is distilled off, the residue is hydrolyzed and the mixture is adjusted to pH 7 using conc. ammonia. The resulting clear precipitate (29) is filtered off and dried under reduced pressure over P2O5. The solvent is O1CCCC1 (tetrahydrofuran). Procedure: A solution of 1-{3-[4-(tert-butyl-dimethyl-silanyloxy)-phenyl]-4-phenyl-isoxazol-5-yl}-cyclopropanecarbaldehyde, which may be produced as in Example 172 (20.38 g) in 300 mL tetrahydrofuran under an N2 atmosphere is cooled to 0° C. Ethylmagnesium bromide (53.4 mL, 1.0 M/methyl tert-butyl ether) is added over approximately 15 minutes. The reaction is stirred at 0° C. for 1 hour, 10 minutes. Saturated ammonium chloride (˜600 mL) is added and the product is extracted into ethyl acetate two times. Th... Reaction conditions: temperature 0 celsius, time 10 minute. Starting materials: C(C)(C)(C)[Si](OC1=CC=C(C=C1)C1=NOC(=C1C1=CC=CC=C1)C1(CC1)C=O)(C)C (1-{3-[4-(tert-butyl-dimethyl-silanyloxy)-phenyl]-4-phenyl-isoxazol-5-yl}-cyclopropanecarbaldehyde), [Cl-].[NH4+] (ammonium chloride), Example 172, C(C)[Mg]Br (Ethylmagnesium bromide). Product: C(C)(C)(C)[Si](OC1=CC=C(C=C1)C1=NOC(=C1C1=CC=CC=C1)C1(CC1)C(CC)O)(C)C ((±)-1-(1-{3-[4-(tert-butyl-dimethyl-silanyloxy)-phenyl]-4-phenyl-isoxazol-5-yl}-cyclopropyl)-propan-1-ol). Reaction SMILES: [C:1]([Si:5]([CH3:30])([CH3:29])[O:6][C:7]1[CH:12]=[CH:11][C:10]([C:13]2[C:17]([C:18]3[CH:23]=[CH:22][CH:21]=[CH:20][CH:19]=3)=[C:16]([C:24]3([CH:27]=[O:28])[CH2:26][CH2:25]3)[O:15][N:14]=2)=[CH:9][CH:8]=1)([CH3:4])([CH3:3])[CH3:2].[CH2:31]([Mg]Br)[CH3:32].[Cl-].[NH4+]>O1CCCC1>[C:1]([Si:5]([CH3:30])([CH3:29])[O:6][C:7]1[CH:8]=[CH:9][C:10]([C:13]2[C:17]([C:18]3[CH:23]=[CH:22][CH:21]=[CH:20][CH:19]=3)=[C:16]([C:24]3([CH:27]([OH:28])[CH2:31][CH3:32])[CH2:26][CH2:25]3)[O:15][N:14]=2)=[CH:11][CH:12]=1)([CH3:4])([CH3:3])[CH3:2] |f:2.3|. Starting materials: COc1ccc(Nc2nc(N3CCOCC3)ncc2-c2nc(C)nc(SC)n2)cn1, N, C1COCCO1. The product is COc1ccc(Nc2nc(N3CCOCC3)ncc2-c2nc(C)nc(N)n2)cn1. RXN SMILES: [CH3:1][O:2][c:3]1[cH:4][cH:5][c:6]([NH:9][c:10]2[n:11][c:12]([N:25]3[CH2:26][CH2:27][O:28][CH2:29][CH2:30]3)[n:13][cH:14][c:15]2-[c:16]2[n:17][c:18]([S:23][CH3:24])[n:19][c:20]([CH3:22])[n:21]2)[cH:7][n:8]1.[NH3:31].[O:32]1[CH2:33][CH2:34][O:35][CH2:36][CH2:37]1>>[CH3:1][O:2][c:3]1[cH:4][cH:5][c:6]([NH:9][c:10]2[n:11][c:12]([N:25]3[CH2:26][CH2:27][O:28][CH2:29][CH2:30]3)[n:13][cH:14][c:15]2-[c:16]2[n:17][c:18]([NH2:31])[n:19][c:20]([CH3:22])[n:21]2)[cH:7][n:8]1. Starting materials: N1CCCC1 (pyrrolidine), BrCC(=O)C1=CC=C(C=C1)[C@H](C)NC1=NC=C(C(=N1)C1=CN=C2N1C=CC=C2C)C#N (2-({(1S)-1-[4-(bromoacetyl)phenyl]ethyl}amino)-4-(8-methylimidazo[1,2-a]pyridin-3-yl)pyrimidine-5-carbonitrile), C(O)([O-])=O.[Na+] (sodium hydrogen carbonate). Run in CN(C=O)C (N,N-dimethylformamide). Reaction conditions: time 30 minute. The product is CC=1C=2N(C=CC1)C(=CN2)C2=NC(=NC=C2C#N)N[C@@H](C)C2=CC=C(C=C2)C(CN2CCCC2)=O (4-(8-methylimidazo[1,2-a]pyridin-3-yl)-2-({(1S)-1-[4-(pyrrolidin-1-ylacetyl) phenyl]ethyl}amino)pyrimidine-5-carbonitrile). As a reaction SMILES: Br[CH2:2][C:3]([C:5]1[CH:10]=[CH:9][C:8]([C@@H:11]([NH:13][C:14]2[N:19]=[C:18]([C:20]3[N:24]4[CH:25]=[CH:26][CH:27]=[C:28]([CH3:29])[C:23]4=[N:22][CH:21]=3)[C:17]([C:30]#[N:31])=[CH:16][N:15]=2)[CH3:12])=[CH:7][CH:6]=1)=[O:4].[NH:32]1[CH2:36][CH2:35][CH2:34][CH2:33]1.C(=O)([O-])O.[Na+]>CN(C)C=O>[CH3:29][C:28]1[C:23]2[N:24]([C:20]([C:18]3[C:17]([C:30]#[N:31])=[CH:16][N:15]=[C:14]([NH:13][C@H:11]([C:8]4[CH:9]=[CH:10][C:5]([C:3](=[O:4])[CH2:2][N:32]5[CH2:36][CH2:35][CH2:34][CH2:33]5)=[CH:6][CH:7]=4)[CH3:12])[N:19]=3)=[CH:21][N:22]=2)[CH:25]=[CH:26][CH:27]=1 |f:2.3|. Reported procedure: 20 mg of the compound [3-2] was dissolved in 0.4 mL of N,N-dimethylformamide, and 7 μL of pyrrolidine was added thereto. The reaction mixture was stirred for 30 minutes at room temperature, and then thereto was added a saturated aqueous solution of sodium hydrogen carbonate, and the mixture was extracted with chloroform. The resulting organic layer was washed with saturated brine, and dried over anhydrous sodium sulfate. The insolubles were filtered, the filtrate was concentrated under reduced p... Starting materials: COC(=O)C1=NC=C(N=C1N)NC1CCNCC1 (3-Amino-5-(piperidin-4-ylamino)-pyrazine-2-carboxylic acid methyl ester), NC1=NC(=NC2=CC(=C(C=C12)OC)OC)Cl (4-amino-2-chloro-6,7-dimethoxyquinazoline). The solvent is C(CC(C)C)O (isoamyl alcohol). Reaction conditions: temperature 120 celsius, time 12 hour. Product: COC(=O)C1=NC=C(N=C1N)NC1CCN(CC1)C1=NC2=CC(=C(C=C2C(=N1)N)OC)OC (3-Amino-5-[1-(4-amino-6,7-dimethoxy-quinazolin-2-yl)-piperidin-4-ylamino]-pyrazine-2-carboxylic acid methyl ester). The yield is 61.6%. RXN SMILES: [CH3:1][O:2][C:3]([C:5]1[C:10]([NH2:11])=[N:9][C:8]([NH:12][CH:13]2[CH2:18][CH2:17][NH:16][CH2:15][CH2:14]2)=[CH:7][N:6]=1)=[O:4].[NH2:19][C:20]1[C:29]2[C:24](=[CH:25][C:26]([O:32][CH3:33])=[C:27]([O:30][CH3:31])[CH:28]=2)[N:23]=[C:22](Cl)[N:21]=1>C(O)CC(C)C>[CH3:1][O:2][C:3]([C:5]1[C:10]([NH2:11])=[N:9][C:8]([NH:12][CH:13]2[CH2:18][CH2:17][N:16]([C:22]3[N:21]=[C:20]([NH2:19])[C:29]4[C:24](=[CH:25][C:26]([O:32][CH3:33])=[C:27]([O:30][CH3:31])[CH:28]=4)[N:23]=3)[CH2:15][CH2:14]2)=[CH:7][N:6]=1)=[O:4]. Reported procedure: Compound (38) (2.5 mmol) was added to a solution of 4-amino-2-chloro-6,7-dimethoxyquinazoline (0.6 g, 2.5 mmol) in isoamyl alcohol (20 mL) at 25° C. The mixture was stirred at 120° C. for 12 h. The reaction mixture was then cooled to room temperature and the desired product was filtered and rinsed with acetone to give 0.70 g (65%) of the title compound: TLC (Rf =0.30; 10% CH3OH/CH2Cl2); 1H NMR (DMSO) δ 7.59 (d, 1H, J=7.7), 7.41 (s, 1H), 7.22 (s, 1H), 7.15 (br s, 4H), 6.73 (s, 1H), 4.63 (d, 2H, J... Starting materials: molten, C(=C)(C)C1=CC=C(C=C1)O (4-isopropenylphenol), CC(=C)CC(C)(C)C (diisobutylene), C1(=CC=CC=C1)C (toluene). Product: OC=1C=C2C(CC(C2=CC1)(C)C)(CC(C)(C)C)C (5-hydroxy-1,1,3-trimethyl-3-neopentyl indane). RXN SMILES: [C:1]([C:4]1[CH:9]=[CH:8][C:7]([OH:10])=[CH:6][CH:5]=1)([CH3:3])=[CH2:2].[CH3:11][C:12]([CH2:14][C:15]([CH3:18])([CH3:17])[CH3:16])=C.[C:19]1(C)C=CC=CC=1>>[OH:10][C:7]1[CH:8]=[C:9]2[C:4](=[CH:5][CH:6]=1)[C:1]([CH3:19])([CH3:3])[CH2:2][C:12]2([CH3:11])[CH2:14][C:15]([CH3:18])([CH3:17])[CH3:16]. Procedure details: 134 g (0.5 mol) of molten dimeric 4-isopropenylphenol and 120 g (1.07 mol) of diisobutylene are simultaneously added dropwise over a period of 4 hours at around 90° C to a suspension of 20 g of an acid-activated fuller's earth in 100 ml of toluene. The mixture is then left to react for another 2 hours at 90° C, after which the catalyst is filtered off and the solvent distilled off. Fractional distillation of the residue gives a fraction which distills over at 160°-170° C./12 Torr and subsequentl... The reactants are C(#N)C1=C(N=C(N(C1=O)C1=CC=CC=C1)C1=CC=C(C=C1)OCC)SC (5-cyano-2-(4-ethoxyphenyl)-1-phenyl-4-(methylthio)-6-oxo-1,6-dihydropyrimidine), ClS(=O)(=O)O (chlorosulfonic acid). Solvent: C(Cl)(Cl)Cl (chloroform). Yields the product C(#N)C1=C(N=C(N(C1=O)C1=CC=C(C=C1)S(=O)(=O)Cl)C1=CC=C(C=C1)OCC)SC (4-[5-cyano-2-(4-ethoxyphenyl)-4-(methylthio)-6-oxopyrimidin-1(6H)-yl]benzenesulfonyl chloride). The yield is 64.1%. As a reaction SMILES: [C:1]([C:3]1[C:8](=[O:9])[N:7]([C:10]2[CH:15]=[CH:14][CH:13]=[CH:12][CH:11]=2)[C:6]([C:16]2[CH:21]=[CH:20][C:19]([O:22][CH2:23][CH3:24])=[CH:18][CH:17]=2)=[N:5][C:4]=1[S:25][CH3:26])#[N:2].[Cl:27][S:28](O)(=[O:30])=[O:29]>C(Cl)(Cl)Cl>[C:1]([C:3]1[C:8](=[O:9])[N:7]([C:10]2[CH:11]=[CH:12][C:13]([S:28]([Cl:27])(=[O:30])=[O:29])=[CH:14][CH:15]=2)[C:6]([C:16]2[CH:17]=[CH:18][C:19]([O:22][CH2:23][CH3:24])=[CH:20][CH:21]=2)=[N:5][C:4]=1[S:25][CH3:26])#[N:2]. Procedure: A solution of 5-cyano-2-(4-ethoxyphenyl)-1-phenyl-4-(methylthio)-6-oxo-1,6-dihydropyrimidine (1 g, 2.7 mmol) in chlorosulfonic acid (6.14 g, 53 mmol) and chloroform (30 ml) was refluxed 1 hr and then poured on to ice. The chloroform layer was collected and dried over Na2SO4 and concentrated under vacuo to yield title compound (0.8 g, yield 62.9%). 1H-NMR (DMSO):δ 1.21-1.24 (t, 3H), 2.6 (s, 3H), 3.94-3.99 (q, 2H), 6.7-6.72 (d, 1H), 7.03-7.05 (q, 1H), 7.33-7.39 (m, 5H), 8.04-8.05 (1H). MS m/z:463....